From a dataset of the Open Reaction Database (ORD), a public repository of structured organic reaction records. describe an organic reaction: reactants, conditions, products, and yield Starting materials: FC1=C(C#N)C=C(C(=C1)OC(CC)C1=C(N=C(S1)C1=CC=C(C=C1)C(F)(F)F)C)F (2,5-difluoro-4-{1-[4-methyl-2-(4-trifluoromethyl-phenyl)-thiazol-5-yl]-propoxy}-benzonitrile), C(C(F)(F)F)O (trifluoroethanol), O (water), molar solution, CC(C)([O-])C.[K+] (potassium tert-butoxide). Run in O1CCCC1 (tetrahydrofuran), C(C)(C)(C)O (tert-butanol), O1CCCC1 (tetrahydrofuran). Run at temperature 5 celsius, time 30 minute. The product is FC=1C(=CC(=C(C#N)C1)OCC(F)(F)F)OC(CC)C1=C(N=C(S1)C1=CC=C(C=C1)C(F)(F)F)C (5-fluoro-4-{1-[4-methyl-2-(4-trifluoromethyl-phenyl)-thiazol-5-yl]-propoxy}-2-(2,2,2-trifluoro-ethoxy)-benzonitrile). Isolated yield 73.7%. Reaction SMILES: [CH2:1]([OH:6])[C:2]([F:5])([F:4])[F:3].CC(C)([O-])C.[K+].F[C:14]1[CH:21]=[C:20]([O:22][CH:23]([C:26]2[S:30][C:29]([C:31]3[CH:36]=[CH:35][C:34]([C:37]([F:40])([F:39])[F:38])=[CH:33][CH:32]=3)=[N:28][C:27]=2[CH3:41])[CH2:24][CH3:25])[C:19]([F:42])=[CH:18][C:15]=1[C:16]#[N:17].O>O1CCCC1.C(O)(C)(C)C>[F:42][C:19]1[C:20]([O:22][CH:23]([C:26]2[S:30][C:29]([C:31]3[CH:32]=[CH:33][C:34]([C:37]([F:40])([F:38])[F:39])=[CH:35][CH:36]=3)=[N:28][C:27]=2[CH3:41])[CH2:24][CH3:25])=[CH:21][C:14]([O:6][CH2:1][C:2]([F:5])([F:4])[F:3])=[C:15]([CH:18]=1)[C:16]#[N:17] |f:1.2|. Reported procedure: To a solution of 342 mg of trifluoroethanol in 2.1 mL of tetrahydrofuran at 5° C. was slowly added 4 mL of a molar solution of potassium tert-butoxide in tert-butanol. After stirring at 5° C. for 30 minutes, the resulting solution was slowly added to a solution of 1.25 g of 2,5-difluoro-4-{1-[4-methyl-2-(4-trifluoromethyl-phenyl)-thiazol-5-yl]-propoxy}-benzonitrile in 5.6 mL of tetrahydrofuran at −60° C. The resulting mixture was stirred overnight allowing the temperature to warm up to room temp... Starting materials: BrC=1C=C(C(=NC1)N)OC(C)C1=C(C(=CC=C1Cl)F)Cl (5-bromo-3-[1-(2,6-dichloro-3-fluoro-phenyl)-ethoxy]-pyridin-2-ylamine), BrC1=C(C=C(C=C1)B(O)O)F (4-bromo-3-fluoro-phenyl boronic acid), CP(C)=O (dimethylphosphine oxide). The product is ClC1=C(C(=CC=C1F)Cl)C(C)OC=1C(=NC=C(C1)C1=CC(=C(C=C1)P(=O)(C)C)F)N (3-[1-(2,6-dichloro-3-fluoro-phenyl)ethoxy]-5-(4-dimethylphosphoryl-3-fluoro-phenyl)pyridin-2-amine). RXN SMILES: Br[C:2]1[CH:3]=[C:4]([O:9][CH:10]([C:12]2[C:17]([Cl:18])=[CH:16][CH:15]=[C:14]([F:19])[C:13]=2[Cl:20])[CH3:11])[C:5]([NH2:8])=[N:6][CH:7]=1.Br[C:22]1[CH:27]=[CH:26][C:25](B(O)O)=[CH:24][C:23]=1[F:31].[CH3:32][PH:33](=[O:35])[CH3:34]>>[Cl:20][C:13]1[C:14]([F:19])=[CH:15][CH:16]=[C:17]([Cl:18])[C:12]=1[CH:10]([O:9][C:4]1[C:5]([NH2:8])=[N:6][CH:7]=[C:2]([C:25]2[CH:26]=[CH:27][C:22]([P:33]([CH3:34])([CH3:32])=[O:35])=[C:23]([F:31])[CH:24]=2)[CH:3]=1)[CH3:11]. Procedure details: The title compound was prepared from 5-bromo-3-[1-(2,6-dichloro-3-fluoro-phenyl)-ethoxy]-pyridin-2-ylamine, 4-bromo-3-fluoro-phenyl boronic acid, and dimethylphosphine oxide following the same procedures as Example 1 Step 1 and Step 3; ESMS: m/z 471 (M+H)+. The reactants are CCCCCCCCOc1ccc(Br)cc1, CCOCC, CCO, CCCCCCCCOc1ccc(B(O)O)c(F)n1, [Na+], [Na+], O=C([O-])[O-], O, c1ccccc1, c1ccc(P(c2ccccc2)(c2ccccc2)[Pd](P(c2ccccc2)(c2ccccc2)c2ccccc2)(P(c2ccccc2)(c2ccccc2)c2ccccc2)P(c2ccccc2)(c2ccccc2)c2ccccc2)cc1. Yields the product CCCCCCCCOc1ccc(-c2ccc(OCCCCCCCC)nc2F)cc1. As a reaction SMILES: [Br:20][c:21]1[cH:22][cH:23][c:24]([O:27][CH2:28][CH2:29][CH2:30][CH2:31][CH2:32][CH2:33][CH2:34][CH3:35])[cH:25][cH:26]1.[CH3:128][CH2:129][O:130][CH2:131][CH3:132].[CH3:42][CH2:43][OH:44].[F:1][c:2]1[n:3][c:4]([O:11][CH2:12][CH2:13][CH2:14][CH2:15][CH2:16][CH2:17][CH2:18][CH3:19])[cH:5][cH:6][c:7]1[B:8]([OH:9])[OH:10].[Na+:36].[Na+:37].[O-:38][C:39](=[O:40])[O-:41].[OH2:133].[cH:45]1[cH:46][cH:47][cH:48][cH:49][cH:50]1.[cH:51]1[cH:52][cH:53][c:54]([P:55]([Pd:56]([P:57]([c:58]2[cH:59][cH:60][cH:61][cH:62][cH:63]2)([c:64]2[cH:65][cH:66][cH:67][cH:68][cH:69]2)[c:70]2[cH:71][cH:72][cH:73][cH:74][cH:75]2)([P:76]([c:77]2[cH:78][cH:79][cH:80][cH:81][cH:82]2)([c:83]2[cH:84][cH:85][cH:86][cH:87][cH:88]2)[c:89]2[cH:90][cH:91][cH:92][cH:93][cH:94]2)[P:95]([c:96]2[cH:97][cH:98][cH:99][cH:100][cH:101]2)([c:102]2[cH:103][cH:104][cH:105][cH:106][cH:107]2)[c:108]2[cH:109][cH:110][cH:111][cH:112][cH:113]2)([c:114]2[cH:115][cH:116][cH:117][cH:118][cH:119]2)[c:120]2[cH:121][cH:122][cH:123][cH:124][cH:125]2)[cH:126][cH:127]1>>[F:1][c:2]1[n:3][c:4]([O:11][CH2:12][CH2:13][CH2:14][CH2:15][CH2:16][CH2:17][CH2:18][CH3:19])[cH:5][cH:6][c:7]1-[c:21]1[cH:22][cH:23][c:24]([O:27][CH2:28][CH2:29][CH2:30][CH2:31][CH2:32][CH2:33][CH2:34][CH3:35])[cH:25][cH:26]1. The reactants are CC(=O)O, CCOC(C)=O, CCOC(=O)C(=O)C(F)(F)CN(c1nc(Cl)ncc1[N+](=O)[O-])C1CCC(C)C1, Cl, [Fe]. Product: CC1CCC(N2CC(F)(F)C(=O)Nc3cnc(Cl)nc32)C1. As a reaction SMILES: [C:36]([OH:37])(=[O:38])[CH3:39].[CH3:30][CH2:31][O:32][C:33]([CH3:34])=[O:35].[Cl:1][c:2]1[n:3][cH:4][c:5]([N+:26]([O-:27])=[O:28])[c:6]([N:8]([CH2:9][C:10]([C:11]([C:12]([O:13][CH2:14][CH3:15])=[O:16])=[O:17])([F:18])[F:19])[CH:20]2[CH2:21][CH:22]([CH3:25])[CH2:23][CH2:24]2)[n:7]1.[ClH:29].[Fe:40]>>[Cl:1][c:2]1[n:3][cH:4][c:5]2[c:6]([n:7]1)[N:8]([CH:20]1[CH2:21][CH:22]([CH3:25])[CH2:23][CH2:24]1)[CH2:9][C:10]([F:18])([F:19])[C:11](=[O:17])[NH:26]2. The reactants are CCC(CC)=O (3-pentanone), C(#N)[BH3-].[Na+] (sodium cyanoborohydride), CCC(CC)=O (3-pentanone), C(#N)[BH3-].[Na+] (sodium cyanoborohydride), CO (methanol), NC1=C(C=CC(=C1)C(=O)OC)N1C(CCC1(CO)CO)=O (1-(2-amino-4-methoxycarbonylphenyl)-5,5-bis-hydroxymethylpyrrolidin-2-one), CCC(CC)=O (3-pentanone), C(#N)[BH3-].[Na+] (sodium cyanoborohydride). The solvent is ClCCl (dichloromethane), C(C)(=O)O (acetic acid). Reaction conditions: time 12 hour. Product: COC(=O)C1=CC(=C(C=C1)N1C(CCC1(CO)CO)=O)NC(CC)CC (1-[4-methoxycarbonyl-2-(3-pentylamino)phenyl]-5,5-bis-(hydroxymethyl)pyrrolidin-2-one). Yield: 84.7%. As a reaction SMILES: [NH2:1][C:2]1[CH:7]=[C:6]([C:8]([O:10][CH3:11])=[O:9])[CH:5]=[CH:4][C:3]=1[N:12]1[C:16]([CH2:19][OH:20])([CH2:17][OH:18])[CH2:15][CH2:14][C:13]1=[O:21].[CH3:22][CH2:23][C:24](=O)[CH2:25][CH3:26].C([BH3-])#N.[Na+].CO>ClCCl.C(O)(=O)C>[CH3:11][O:10][C:8]([C:6]1[CH:5]=[CH:4][C:3]([N:12]2[C:16]([CH2:17][OH:18])([CH2:19][OH:20])[CH2:15][CH2:14][C:13]2=[O:21])=[C:2]([NH:1][CH:24]([CH2:25][CH3:26])[CH2:23][CH3:22])[CH:7]=1)=[O:9] |f:2.3|. Procedure details: A solution of 1-(2-amino-4-methoxycarbonylphenyl)-5,5-bis-hydroxymethylpyrrolidin-2-one (0.1 g, 0.34 mmol) from Example 6 in 1 mL of dichloromethane and 0.5 mL of acetic acid was treated with 3-pentanone (0.2 g, 2.3 mmol) and sodium cyanoborohydride (0.075 g, 1.2 mmol). The resulting mixture was stirred at ambient temperature for 6 h after which time additional 3-pentanone (0.2 g, 2.3 mmol), sodium cyanoborohydride (0.075 g, 1.2 mmol) and methanol (0.5 mL) were added and stirring continued for 1... The reactants are C=CC1=CC=CC=C1 (styrene), C(C=C)(=O)OCCCC (butyl acrylate). Yields the product CCCCOC(=O)C=C.C=CC1=CC=CC=C1.C=CC1=CC=CC=C1C=C (styrene butyl acrylate copolymer). RXN SMILES: [CH2:1]=[CH:2][C:3]1[CH:8]=[CH:7][CH:6]=[CH:5][CH:4]=1.[C:9]([O:13][CH2:14][CH2:15][CH2:16][CH3:17])(=[O:12])[CH:10]=[CH2:11]>>[CH3:17][CH2:16][CH2:15][CH2:14][O:13][C:9]([CH:10]=[CH2:11])=[O:12].[CH2:1]=[CH:2][C:3]1[CH:8]=[CH:7][CH:6]=[CH:5][CH:4]=1.[CH2:1]=[CH:2][C:3]1[C:8]([CH:9]=[CH2:10])=[CH:7][CH:6]=[CH:5][CH:4]=1 |f:2.3.4|. Reported procedure: A product of polymerization of styrene and butyl acrylate was freeze-dried to obtain styrene butyl acrylate copolymer fine resin particles having a volume average particle size of 0.1 μm (a glass transition temperature of 61° C. and a softening temperature of 110° C.) The reactants are COC(C1=CC=C2CCCNC2=N1)OC (7-(dimethoxymethyl)-1,2,3,4-tetrahydro-1,8-naphthyridine), COC(C1=CC=C2CCCNC2=N1)OC (7-(dimethoxymethyl)-1,2,3,4-tetrahydro-1,8-naphthyridine), C1CC(=O)N(C1=O)Br (NBS). Solvent: C(C)#N (acetonitrile). Reaction conditions: temperature 25 celsius. The product is BrC=1C=C2CCCNC2=NC1C(OC)OC (6-bromo-7-(dimethoxymethyl)-1,2,3,4-tetrahydro-1,8-naphthyridine). As a reaction SMILES: [CH3:1][O:2][CH:3]([O:14][CH3:15])[C:4]1[N:13]=[C:12]2[C:7]([CH2:8][CH2:9][CH2:10][NH:11]2)=[CH:6][CH:5]=1.C1C(=O)N([Br:23])C(=O)C1>C(#N)C>[Br:23][C:5]1[CH:6]=[C:7]2[C:12](=[N:13][C:4]=1[CH:3]([O:2][CH3:1])[O:14][CH3:15])[NH:11][CH2:10][CH2:9][CH2:8]2. Reported procedure: Into a 3 l 4-necked round-bottom flask was placed 7-(dimethoxymethyl)-1,2,3,4-tetrahydro-1,8-naphthyridine (intermediate 4, 114.6 g, 550.3 mmol) in acetonitrile (2 l). This was followed by the addition of NBS (103 g, 578 mol) in portions with stirring at 25° C. The resulting solution was stirred for 30 min at 25° C. The resulting mixture was concentrated under vacuum and the residue was diluted with 1000 ml of diethylether. The mixture was washed with 3×100 ml of ice/water. The aqueous phase was...